This data is from the Open Reaction Database (ORD), a public repository of structured organic reaction records. The task is: describe an organic reaction: reactants, conditions, products, and yield Starting materials: BrBr (bromine), [N+](=O)([O-])C1=CC=C(C=C1)C1=CC=C(O1)C(=O)C (methyl 5-(p-nitrophenyl)-2-furyl ketone). The solvent is C(Cl)(Cl)(Cl)Cl (CCl4), C(Cl)(Cl)(Cl)Cl (CCl4). Reaction conditions: time 8 hour. Yields the product [N+](=O)([O-])C1=CC=C(C=C1)C1=CC=C(O1)C(=O)CBr (bromomethyl 5-(p-nitrophenyl)-2-furyl ketone). Yield: 92.7%. As a reaction SMILES: [Br:1]Br.[N+:3]([C:6]1[CH:11]=[CH:10][C:9]([C:12]2[O:16][C:15]([C:17]([CH3:19])=[O:18])=[CH:14][CH:13]=2)=[CH:8][CH:7]=1)([O-:5])=[O:4]>C(Cl)(Cl)(Cl)Cl>[N+:3]([C:6]1[CH:11]=[CH:10][C:9]([C:12]2[O:16][C:15]([C:17]([CH2:19][Br:1])=[O:18])=[CH:14][CH:13]=2)=[CH:8][CH:7]=1)([O-:5])=[O:4]. Reported procedure: A solution of 38 g (0.24 mole) of bromine in 100 ml of CCl4 was added dropwise over 50 min to a stirred, refluxing mixture of 55 g (0.24 mole) of methyl 5-(p-nitrophenyl)-2-furyl ketone and 1200 ml of CCl4. After the addition was complete, the reaction mixture was heated under reflux for 3/4 hr and allowed to stand at room temperature overnight. The yellow solid was collected by filtration to give 69 g (93%) of bromomethyl 5-(p-nitrophenyl)-2-furyl ketone, m.p. 153°-162°.